This data is from the Open Reaction Database (ORD), a public repository of structured organic reaction records. The task is: describe an organic reaction: reactants, conditions, products, and yield Starting materials: O=C([O-])[O-], CCOC(C)=O, O=[N+]([O-])c1ccc(Cl)nc1, Cl, [K+], [K+], NC1CC2CCC1C2, CN(C)C=O. Yields the product O=[N+]([O-])c1ccc(NC2CC3CCC2C3)nc1. As a reaction SMILES: [C:20](=[O:21])([O-:22])[O-:23].[CH3:31][CH2:32][O:33][C:34]([CH3:35])=[O:36].[Cl:1][c:2]1[n:3][cH:4][c:5]([N+:8](=[O:9])[O-:10])[cH:6][cH:7]1.[ClH:11].[K+:24].[K+:25].[NH2:12][CH:13]1[CH:14]2[CH2:15][CH2:16][CH:17]([CH2:18]1)[CH2:19]2.[O:26]=[CH:27][N:28]([CH3:29])[CH3:30]>>[c:2]1([NH:12][CH:13]2[CH:14]3[CH2:15][CH2:16][CH:17]([CH2:18]2)[CH2:19]3)[n:3][cH:4][c:5]([N+:8](=[O:9])[O-:10])[cH:6][cH:7]1. The reactants are Cl (hydrogen chloride), C(C)(C)(C)OC(=O)N1[C@H](C[C@@](C1)(C(F)(F)F)OCCC(C)C)[C@@H]1[C@@H](N(C(O1)(C)C)C(C)=O)CC1=CC(=CC(=C1)F)F ((2R,4R)-2-[(4S,5S)-3-acetyl-4-(3,5-difluoro-benzyl)-2,2-dimethyl-oxazolidin-5-yl]-4-(3-methyl-butoxy)-4-trifluoromethyl-pyrrolidine-1-carboxylic acid tert-butyl ester). The solvent is O1CCOCC1 (dioxane). Reaction conditions: time 2 hour. The product is Cl.FC=1C=C(C[C@@H]([C@@H]([C@@H]2NC[C@](C2)(C(F)(F)F)OCCC(C)C)O)NC(C)=O)C=C(C1)F (N-{(1S,2R)-1-(3,5-Difluoro-benzyl)-2-hydroxy-2-[(2R,4R)-4-(3-methyl-butoxy)-4-trifluoromethyl-pyrrolidin-2-yl]-ethyl}-acetamide hydrochloride). Yield: 100.0%. RXN SMILES: [ClH:1].C(OC([N:9]1[CH2:13][C@@:12]([O:18][CH2:19][CH2:20][CH:21]([CH3:23])[CH3:22])([C:14]([F:17])([F:16])[F:15])[CH2:11][C@@H:10]1[C@H:24]1[O:28]C(C)(C)[N:26]([C:31](=[O:33])[CH3:32])[C@H:25]1[CH2:34][C:35]1[CH:40]=[C:39]([F:41])[CH:38]=[C:37]([F:42])[CH:36]=1)=O)(C)(C)C>O1CCOCC1>[ClH:1].[F:41][C:39]1[CH:40]=[C:35]([CH:36]=[C:37]([F:42])[CH:38]=1)[CH2:34][C@H:25]([NH:26][C:31](=[O:33])[CH3:32])[C@H:24]([OH:28])[C@H:10]1[CH2:11][C@:12]([O:18][CH2:19][CH2:20][CH:21]([CH3:22])[CH3:23])([C:14]([F:17])([F:15])[F:16])[CH2:13][NH:9]1 |f:3.4|. Procedure details: Add 4M hydrogen chloride in dioxane (8 mL) to (2R,4R)-2-[(4S,5S)-3-acetyl-4-(3,5-difluoro-benzyl)-2,2-dimethyl-oxazolidin-5-yl]-4-(3-methyl-butoxy)-4-trifluoromethyl-pyrrolidine-1-carboxylic acid tert-butyl ester (0.084 g, 0.14 mmol). Stir 2 hours and evaporate to give the title compound as a foam (0.073 g, 100%).